From a dataset of the Open Reaction Database (ORD), a public repository of structured organic reaction records. describe an organic reaction: reactants, conditions, products, and yield Reactants: ClC=1C=NC=C(C1SC1=C(C=C(S1)C(=O)O)[N+](=O)[O-])Cl (5-[(3,5-dichloro-4-pyridyl)sulfanyl]-4-nitro-thiophene-2-carboxylic acid), C1(=CC=CC=C1)C1=CC=C(CN)C=C1 (4-phenyl benzylamine). Yields the product C1(=CC=C(C=C1)CNC(=O)C=1SC(=C(C1)[N+](=O)[O-])SC1=C(C=NC=C1Cl)Cl)C1=CC=CC=C1 (N-([1,1′-biphenyl]-4-ylmethyl)-5-((3,5-dichloropyridin-4-yl)thio)-4-nitrothiophene-2-carboxamide), solid. Isolated yield 45.0%. RXN SMILES: [Cl:1][C:2]1[CH:3]=[N:4][CH:5]=[C:6]([Cl:20])[C:7]=1[S:8][C:9]1[S:13][C:12]([C:14]([OH:16])=O)=[CH:11][C:10]=1[N+:17]([O-:19])=[O:18].[C:21]1([C:27]2[CH:34]=[CH:33][C:30]([CH2:31][NH2:32])=[CH:29][CH:28]=2)[CH:26]=[CH:25][CH:24]=[CH:23][CH:22]=1>>[C:27]1([C:21]2[CH:22]=[CH:23][CH:24]=[CH:25][CH:26]=2)[CH:28]=[CH:29][C:30]([CH2:31][NH:32][C:14]([C:12]2[S:13][C:9]([S:8][C:7]3[C:6]([Cl:20])=[CH:5][N:4]=[CH:3][C:2]=3[Cl:1])=[C:10]([N+:17]([O-:19])=[O:18])[CH:11]=2)=[O:16])=[CH:33][CH:34]=1. Reported procedure: Prepared according to the procedure described for example 50 from 5-[(3,5-dichloro-4-pyridyl)sulfanyl]-4-nitro-thiophene-2-carboxylic acid (100 mg, 0.28 mmol) and 4-phenyl benzylamine (55 mg, 0.32 mmol). The title compound was obtained as a yellow solid (65 mg, 45% yield). 1H NMR (400 MHz, d6-DMSO) δ: 9.41 (1H, m), 8.98 (2H, m), 8.49 (1H, s), 7.63 (4H, m), 7.46 (2H, m), 7.35 (3H, m), 7.38 (1H, m), 4.44 (2H, m). MS m/z: 514.03, 516.08 [M+H]+ Reactants: COC(=O)C(N)Cc1ccc(NC(=O)c2c(Cl)cccc2Cl)cc1, O=C(O)c1cccc2ccccc12. Product: COC(=O)C(Cc1ccc(NC(=O)c2c(Cl)cccc2Cl)cc1)NC(=O)c1cccc2ccccc12. Reaction SMILES: [CH3:1][O:2][C:3]([CH:4]([NH2:5])[CH2:6][c:7]1[cH:8][cH:9][c:10]([NH:13][C:14](=[O:15])[c:16]2[c:17]([Cl:23])[cH:18][cH:19][cH:20][c:21]2[Cl:22])[cH:11][cH:12]1)=[O:24].[OH:25][C:26](=[O:27])[c:28]1[cH:29][cH:30][cH:31][c:32]2[cH:33][cH:34][cH:35][cH:36][c:37]12>>[CH3:1][O:2][C:3]([CH:4]([NH:5][C:26](=[O:25])[c:28]1[cH:29][cH:30][cH:31][c:32]2[cH:33][cH:34][cH:35][cH:36][c:37]12)[CH2:6][c:7]1[cH:8][cH:9][c:10]([NH:13][C:14](=[O:15])[c:16]2[c:17]([Cl:23])[cH:18][cH:19][cH:20][c:21]2[Cl:22])[cH:11][cH:12]1)=[O:24]. The reactants are [Sn](Cl)(Cl)(Cl)Cl (tin(IV)chloride), BrC1=CC=2CC3=CC=CC=C3C2C=C1 (2-bromofluorene), COC(Cl)Cl (dichloromethyl methyl ether). The solvent is C(Cl)Cl (methylene chloride), ClCCl (dichloromethane). Reaction conditions: temperature -2 celsius, time 20 minute. The product is BrC1=CC=C2C=3C=CC(=CC3CC2=C1)C=O (7-Bromo-fluorene-2-carbaldehyde). As a reaction SMILES: [Br:1][C:2]1[CH:14]=[CH:13][C:12]2[C:11]3[C:6](=[CH:7][CH:8]=[CH:9][CH:10]=3)[CH2:5][C:4]=2[CH:3]=1.[Sn](Cl)(Cl)(Cl)Cl.[CH3:20][O:21]C(Cl)Cl>ClCCl>[Br:1][C:2]1[CH:3]=[C:4]2[C:12]([C:11]3[CH:10]=[CH:9][C:8]([CH:20]=[O:21])=[CH:7][C:6]=3[CH2:5]2)=[CH:13][CH:14]=1. Procedure: To a mechanically stirred solution of commercially available 2-bromofluorene (79.1 g 90% pure, 71.19 g at 100% purity, 0.29 mol) in 350 mL dichloromethane, in a 1-liter 3-neck round-bottomed flask, cooled in a ice-salt bath, tin(IV)chloride (60 mL, 133.56 g, 0.513 mol) was added. Maintaining the temperature at −2° C., over a period of 20 minutes, dichloromethyl methyl ether (33 mL, 41.94 g, 0.365 mol) was added dropwise, stirred near 0 to −1° C. for 1.5 hours, and then allowed to warm to room te... Reactants: C, CO, [Pd], O=S(=O)(O)O, OCCCC(O)(c1ccccc1)c1ccccc1. Reaction SMILES: [C:26].[CH3:24][OH:25].[Pd:27].[S:19](=[O:20])(=[O:21])([OH:22])[OH:23].[c:1]1([C:7]([CH2:8][CH2:9][CH2:10][OH:11])([OH:12])[c:13]2[cH:14][cH:15][cH:16][cH:17][cH:18]2)[cH:2][cH:3][cH:4][cH:5][cH:6]1>>[c:1]1([CH:7]([CH2:8][CH2:9][CH2:10][OH:11])[c:13]2[cH:14][cH:15][cH:16][cH:17][cH:18]2)[cH:2][cH:3][cH:4][cH:5][cH:6]1. The product is OCCCC(c1ccccc1)c1ccccc1. The reactants are COC(=O)C1=NC(=NC(=C1Br)N)C1=C(C(=C(C=C1)Cl)OC)F (6-Amino-5-bromo-2-(4-chloro-2-fluoro-3-methoxyphenyl)-pyrimidine-4-carboxylic acid methyl ester), C[Si](C#C[Sn](CCCC)(CCCC)CCCC)(C)C (trimethyl((tributylstannyl)ethynyl)silane). Reagents/catalysts: Cl[Pd]([P](C1=CC=CC=C1)(C2=CC=CC=C2)C3=CC=CC=C3)([P](C4=CC=CC=C4)(C5=CC=CC=C5)C6=CC=CC=C6)Cl (bis(triphenylphosphine)palladium(II) dichloride). Run in ClCCCl (1,2-dichloroethane). Reaction conditions: temperature 110 celsius. Yields the product COC(=O)C1=NC(=NC(=C1C#C[Si](C)(C)C)N)C1=C(C(=C(C=C1)Cl)OC)F (6-Amino-2-(4-chloro-2-fluoro-3-methoxyphenyl)-5-trimethylsilanylethynylpyrimidine-4-carboxylic acid methyl ester). Yield: 79.4%. Reaction SMILES: [CH3:1][O:2][C:3]([C:5]1[C:10](Br)=[C:9]([NH2:12])[N:8]=[C:7]([C:13]2[CH:18]=[CH:17][C:16]([Cl:19])=[C:15]([O:20][CH3:21])[C:14]=2[F:22])[N:6]=1)=[O:4].[CH3:23][Si:24]([CH3:41])([CH3:40])[C:25]#[C:26][Sn](CCCC)(CCCC)CCCC>ClCCCl.Cl[Pd](Cl)([P](C1C=CC=CC=1)(C1C=CC=CC=1)C1C=CC=CC=1)[P](C1C=CC=CC=1)(C1C=CC=CC=1)C1C=CC=CC=1>[CH3:1][O:2][C:3]([C:5]1[C:10]([C:26]#[C:25][Si:24]([CH3:41])([CH3:40])[CH3:23])=[C:9]([NH2:12])[N:8]=[C:7]([C:13]2[CH:18]=[CH:17][C:16]([Cl:19])=[C:15]([O:20][CH3:21])[C:14]=2[F:22])[N:6]=1)=[O:4] |^1:48,67|. Reported procedure: 6-Amino-5-bromo-2-(4-chloro-2-fluoro-3-methoxyphenyl)-pyrimidine-4-carboxylic acid methyl ester (1.0 g, 2.56 mmol), trimethyl((tributylstannyl)ethynyl)silane (1.98 g, 5.12 mmol), and bis(triphenylphosphine)palladium(II) dichloride (0.18 g, 0.256 mmol) were combined in 1,2-dichloroethane (10 mL) and heated in a CEM microwave reactor at 110° C. for 15 min. The cooled reaction mixture was concentrated under vacuum then purified by flash chromatography on silica gel (dichloromethane/ethyl acetate gr...